From a dataset of the Open Reaction Database (ORD), a public repository of structured organic reaction records. describe an organic reaction: reactants, conditions, products, and yield Starting materials: CCO, Cc1cc([N+](=O)[O-])c(NC2CCN(C(=O)OC(C)(C)C)CC2)cc1Cl, NN, O. Product: Cc1cc(N)c(NC2CCN(C(=O)OC(C)(C)C)CC2)cc1Cl. RXN SMILES: [CH3:29][CH2:30][OH:31].[Cl:1][c:2]1[c:3]([CH3:25])[cH:4][c:5]([N+:22]([O-:23])=[O:24])[c:6]([NH:8][CH:9]2[CH2:10][CH2:11][N:12]([C:15](=[O:16])[O:17][C:18]([CH3:19])([CH3:20])[CH3:21])[CH2:13][CH2:14]2)[cH:7]1.[NH2:27][NH2:28].[OH2:26]>>[Cl:1][c:2]1[c:3]([CH3:25])[cH:4][c:5]([NH2:22])[c:6]([NH:8][CH:9]2[CH2:10][CH2:11][N:12]([C:15](=[O:16])[O:17][C:18]([CH3:19])([CH3:20])[CH3:21])[CH2:13][CH2:14]2)[cH:7]1. The reactants are B, C1CCOC1, CC1(C)OC(=O)c2ccc(NC(=O)CCC3CCCC3)cc2O1. Product: CC1(C)OC(=O)c2ccc(NCCCC3CCCC3)cc2O1. Reaction SMILES: [BH3:24].[CH2:25]1[O:26][CH2:27][CH2:28][CH2:29]1.[CH:1]1([CH2:6][CH2:7][C:8](=[O:9])[NH:10][c:11]2[cH:12][cH:13][c:14]3[c:15]([cH:23]2)[O:16][C:17]([CH3:21])([CH3:22])[O:18][C:19]3=[O:20])[CH2:2][CH2:3][CH2:4][CH2:5]1>>[CH:1]1([CH2:6][CH2:7][CH2:8][NH:10][c:11]2[cH:12][cH:13][c:14]3[c:15]([cH:23]2)[O:16][C:17]([CH3:21])([CH3:22])[O:18][C:19]3=[O:20])[CH2:2][CH2:3][CH2:4][CH2:5]1. Starting materials: C(N)(=S)C1=CC=C(C(=O)NC(=O)N2CCC(CC2)COCC(=O)OCC)C=C1 (ethyl N-[N-(4-thiocarbamoylbenzoyl)carbamoyl]piperidin-4-ylmethoxyacetate), IC (iodomethane), CC(=O)C (acetone), C(C)(=O)[O-].[NH4+] (ammonium acetate). Solvent: ClCCl (dichloromethane), C(C)O (ethanol). The product is C(N)(=N)C1=CC=C(C(=O)NC(=O)N2CCC(CC2)COCC(=O)OCC)C=C1 (ethyl N-[N-(4-amidinobenzoyl)carbamoyl]piperidin-4-ylmethoxyacetate). The yield is 57.7%. RXN SMILES: [C:1]([C:4]1[CH:28]=[CH:27][C:7]([C:8]([NH:10][C:11]([N:13]2[CH2:18][CH2:17][CH:16]([CH2:19][O:20][CH2:21][C:22]([O:24][CH2:25][CH3:26])=[O:23])[CH2:15][CH2:14]2)=[O:12])=[O:9])=[CH:6][CH:5]=1)(=S)[NH2:2].IC.CC(C)=O.C([O-])(=O)C.[NH4+:39]>ClCCl.C(O)C>[C:1]([C:4]1[CH:28]=[CH:27][C:7]([C:8]([NH:10][C:11]([N:13]2[CH2:18][CH2:17][CH:16]([CH2:19][O:20][CH2:21][C:22]([O:24][CH2:25][CH3:26])=[O:23])[CH2:15][CH2:14]2)=[O:12])=[O:9])=[CH:6][CH:5]=1)(=[NH:39])[NH2:2] |f:3.4|. Reported procedure: In a similar manner to Example 1, the product from step (d) (380 mg), iodomethane (2 ml) and acetone (40 ml) were reacted at ambient temperature and the product so obtained was reacted with ammonium acetate (800 mg), ethanol (40 ml) and dichloromethane (20 ml). This yielded an oily residue which was purified by column chromatography on silica eluting with 10% ethanol/dichloromethane to give ethyl N-[N-(4-amidinobenzoyl)carbamoyl]piperidin-4-ylmethoxyacetate (210 mg) which was used without furthe...